From a dataset of the Open Reaction Database (ORD), a public repository of structured organic reaction records. describe an organic reaction: reactants, conditions, products, and yield The reactants are C(C#C)N1CCOCC1 (N-Propargylmorpholine), IC1=CC=C(C=C1)/C(=C/COC1=CC(=C(OCC(=O)OC)C=C1)C)/C1=CC2=C(OC(=C2)C)C=C1 (methyl (Z)-[4-[3-(4-iodophenyl)-3-(2-methylbenzo[b]furan-5-yl)allyloxy]-2-methylphenoxy]acetate). The reagents and catalysts are C=1C=CC(=CC1)[P](C=2C=CC=CC2)(C=3C=CC=CC3)[Pd]([P](C=4C=CC=CC4)(C=5C=CC=CC5)C=6C=CC=CC6)([P](C=7C=CC=CC7)(C=8C=CC=CC8)C=9C=CC=CC9)[P](C=1C=CC=CC1)(C=1C=CC=CC1)C=1C=CC=CC1 (tetrakis(triphenylphosphine)palladium), [Cu]I (copper(I) iodide). The solvent is O1CCCC1 (tetrahydrofuran), C(C)N(CC)CC (triethylamine), C1=CC=CC=C1 (benzene). Reaction conditions: temperature 0 celsius, time 96 hour. Yields the product CC1=C(OCC(=O)OC)C=CC(=C1)OC\C=C(/C1=CC=C(C=C1)C#CCN1CCOCC1)\C1=CC2=C(OC(=C2)C)C=C1 (methyl (E)-[2-methyl-4-[3-(2-methyl benzo[b]furan-5-yl)-3-[4-[3-(morpholin-4-yl)propynyl]phenyl]-allyloxy]phenoxy]acetate). Reaction SMILES: [CH2:1]([N:4]1[CH2:9][CH2:8][O:7][CH2:6][CH2:5]1)[C:2]#[CH:3].I[C:11]1[CH:16]=[CH:15][C:14](/[C:17](/[C:34]2[CH:43]=[CH:42][C:37]3[O:38][C:39]([CH3:41])=[CH:40][C:36]=3[CH:35]=2)=[CH:18]/[CH2:19][O:20][C:21]2[CH:32]=[CH:31][C:24]([O:25][CH2:26][C:27]([O:29][CH3:30])=[O:28])=[C:23]([CH3:33])[CH:22]=2)=[CH:13][CH:12]=1>O1CCCC1.C(N(CC)CC)C.C1C=CC=CC=1.C1C=CC([P]([Pd]([P](C2C=CC=CC=2)(C2C=CC=CC=2)C2C=CC=CC=2)([P](C2C=CC=CC=2)(C2C=CC=CC=2)C2C=CC=CC=2)[P](C2C=CC=CC=2)(C2C=CC=CC=2)C2C=CC=CC=2)(C2C=CC=CC=2)C2C=CC=CC=2)=CC=1.[Cu]I>[CH3:33][C:23]1[CH:22]=[C:21]([O:20][CH2:19]/[CH:18]=[C:17](/[C:34]2[CH:43]=[CH:42][C:37]3[O:38][C:39]([CH3:41])=[CH:40][C:36]=3[CH:35]=2)\[C:14]2[CH:15]=[CH:16][C:11]([C:3]#[C:2][CH2:1][N:4]3[CH2:9][CH2:8][O:7][CH2:6][CH2:5]3)=[CH:12][CH:13]=2)[CH:32]=[CH:31][C:24]=1[O:25][CH2:26][C:27]([O:29][CH3:30])=[O:28] |^1:65,67,86,105|. Procedure details: N-Propargylmorpholine (270 mg, 2.16 mmol) was added under nitrogen atmosphere to a degassed solution of methyl (Z)-[4-[3-(4-iodophenyl)-3-(2-methylbenzo[b]furan-5-yl)allyloxy]-2-methylphenoxy]acetate (400 mg, 0.68 mmol; prepared as described in example 25) in a mixture of tetrahydrofuran (6 mL) and triethylamine (6 mL) The solution was cooled to 0° C., tetrakis(triphenylphosphine)palladium (71 mg, 0.061 mmol) and copper(I) iodide (21 mg, 0.11 mmol) were added. The reaction mixture was stirred at... The reactants are C (charcoal), C[O-].[Na+] (sodium methoxide), BrC=1C=C(C#N)C=C(C1NC)Br (3,5-dibromo-4-methylaminobenzonitrile), CN(C=O)C (dimethylformamide). The reagents and catalysts are [Cu]Cl (copper(I) chloride). Solvent: O (water), C1(=CC=CC=C1)C (toluene), CO (methanol). The product is COC=1C=C(C#N)C=C(C1NC)OC (3,5-dimethoxy-4-methylaminobenzonitrile). As a reaction SMILES: [CH3:1][O-:2].[Na+].Br[C:5]1[CH:6]=[C:7]([CH:10]=[C:11](Br)[C:12]=1[NH:13][CH3:14])[C:8]#[N:9].CN(C)[CH:18]=[O:19].C>CO.[Cu]Cl.O.C1(C)C=CC=CC=1>[CH3:1][O:2][C:5]1[CH:6]=[C:7]([CH:10]=[C:11]([O:19][CH3:18])[C:12]=1[NH:13][CH3:14])[C:8]#[N:9] |f:0.1|. Reported procedure: 167 g of sodium methoxide are dissolved in 460 ml of methanol while stirring and cooling. Thereafter, 25 g of copper(I) chloride and 153 g of 3,5-dibromo-4-methylaminobenzonitrile as well as 76 ml of dimethylformamide are added. The mixture is heated to reflux for 4.5 hours, cooled to 25°-30° C. and treated with 450 ml of toluene, 450 ml of water and 7.5 g of active charcoal. The mixture is filtered and the organic phase is washed with a solution of 160 ml of water and 16 ml of acetic acid (pH a... Reactants: Brc1cncc(Br)c1, CCCC[N+](CCCC)(CCCC)CCCC, C[Si](C)(C)C#Cc1cccc(C#N)c1, [Cu]I, [F-], C1CCOC1, Cl[Pd]Cl, c1ccc(P(c2ccccc2)c2ccccc2)cc1, c1ccc(P(c2ccccc2)c2ccccc2)cc1. Reaction SMILES: [Br:24][c:25]1[cH:26][n:27][cH:28][c:29]([Br:30])[cH:31]1.[CH3:2][CH2:3][CH2:4][CH2:5][N+:6]([CH2:7][CH2:8][CH2:9][CH3:10])([CH2:11][CH2:12][CH2:13][CH3:14])[CH2:15][CH2:16][CH2:17][CH3:18].[CH3:32][Si:33]([CH3:34])([CH3:35])[C:36]#[C:37][c:38]1[cH:39][c:40]([C:41]#[N:42])[cH:43][cH:44][cH:45]1.[Cu:87][I:88].[F-:1].[O:19]1[CH2:20][CH2:21][CH2:22][CH2:23]1.[Pd:46]([Cl:47])[Cl:48].[c:49]1([P:50]([c:51]2[cH:52][cH:53][cH:54][cH:55][cH:56]2)[c:57]2[cH:58][cH:59][cH:60][cH:61][cH:62]2)[cH:63][cH:64][cH:65][cH:66][cH:67]1.[c:68]1([P:69]([c:70]2[cH:71][cH:72][cH:73][cH:74][cH:75]2)[c:76]2[cH:77][cH:78][cH:79][cH:80][cH:81]2)[cH:82][cH:83][cH:84][cH:85][cH:86]1>>[c:25]1([C:36]#[C:37][c:38]2[cH:39][c:40]([C:41]#[N:42])[cH:43][cH:44][cH:45]2)[cH:26][n:27][cH:28][c:29]([Br:30])[cH:31]1. Yields the product N#Cc1cccc(C#Cc2cncc(Br)c2)c1.